describe an organic reaction: reactants, conditions, products, and yield From a dataset of the Open Reaction Database (ORD), a public repository of structured organic reaction records. The reactants are Cl.COCN (N-methoxymethylamine hydrochloride), CCN(C(C)C)C(C)C (Hunig's base), Cl (HCl), C(C1=CC=CC=C1)OC(=O)N(CC(=O)O)CC(=O)O (N-[(benzyloxy)carbonyl]-N-(carboxymethyl)glycine), C(CCl)Cl (EDC). Run in CN(C)C=O (DMF), C(=O)(O)[O-].[Na+] (NaHCO3), CN(C)C=O (DMF). Conditions: temperature 0 celsius, time 8 hour. Product: COCNC(CN(C(=O)OCC1=CC=CC=C1)CC(=O)O)=O ([[2-(Methoxymethylamino)-2-oxoethyl][(phenylmethoxy)carbonyl]amino]-acetic acid). RXN SMILES: [CH2:1]([O:8][C:9]([N:11]([CH2:16][C:17]([OH:19])=O)[CH2:12][C:13]([OH:15])=[O:14])=[O:10])[C:2]1[CH:7]=[CH:6][CH:5]=[CH:4][CH:3]=1.C(Cl)CCl.Cl.[CH3:25][O:26][CH2:27][NH2:28].CCN(C(C)C)C(C)C.Cl>CN(C=O)C.C([O-])(O)=O.[Na+]>[CH3:25][O:26][CH2:27][NH:28][C:17](=[O:19])[CH2:16][N:11]([CH2:12][C:13]([OH:15])=[O:14])[C:9]([O:8][CH2:1][C:2]1[CH:3]=[CH:4][CH:5]=[CH:6][CH:7]=1)=[O:10] |f:2.3,7.8|. Procedure: To a solution of N-[(benzyloxy)carbonyl]-N-(carboxymethyl)glycine (28.45 g, 106.46 mmol) in DMF (163 mL) was added EDC (24.08 g, 125.62 mmol). The solution was cooled to 0° C. and treated with a mixture of N-methoxymethylamine hydrochloride (12.25 g, 125.62 mmol) and Hunig's base (21.88 mL, 125.62 mmol) in DMF (55 mL). The reaction was stirred at room temperature overnight and poured over a mixture of ice and aqueous 10% HCl solution. The mixture was extracted twice with EtOAc. The combined orga... The reactants are [H-].[Al+3].[Li+].[H-].[H-].[H-] (Lithium aluminum hydride), N1(CCCC1)C(=O)C1NCCC1 (2-(1-pyrrolidinyl)carbonylpyrrolidine), S(=O)(=O)([O-])[O-].[Na+].[Na+] (sodium sulfate). Run in O1CCCC1 (tetrahydrofuran), O1CCCC1 (tetrahydrofuran). Conditions: time 3 hour. Yields the product N1(CCCC1)CC1NCCC1 (2-(1-pyrrolidinyl)methylpyrrolidine). Yield: 72.7%. Reaction SMILES: [H-].[Al+3].[Li+].[H-].[H-].[H-].[N:7]1([C:12]([CH:14]2[CH2:18][CH2:17][CH2:16][NH:15]2)=O)[CH2:11][CH2:10][CH2:9][CH2:8]1.S([O-])([O-])(=O)=O.[Na+].[Na+]>O1CCCC1>[N:7]1([CH2:12][CH:14]2[CH2:18][CH2:17][CH2:16][NH:15]2)[CH2:11][CH2:10][CH2:9][CH2:8]1 |f:0.1.2.3.4.5,7.8.9|. Procedure: Lithium aluminum hydride (9 g) is suspended in dry tetrahydrofuran (100 ml) under ice-cooling, and thereto is added dropwise a solution of 2-(1-pyrrolidinyl)carbonylpyrrolidine (33 g) in dry tetrahydrofuran (80 ml). The mixture is refluxed under nitrogen atmosphere for four hours. The mixture is cooled with ice, and thereto is added a saturated aqueous sodium sulfate solution (about 15 ml), and then mixture is further stirred at room temperature for three hours. The precipitated sodium sulfate i...